From a dataset of the Open Reaction Database (ORD), a public repository of structured organic reaction records. describe an organic reaction: reactants, conditions, products, and yield Starting materials: O=C([O-])[O-], CN(C)C1CCNC1, CC#N, [K+], [K+], CS(=O)(=O)OCCc1cc2cc(-c3c4c(nc5ccnn35)CCC4)ccc2o1. Yields the product CN(C)C1CCN(CCc2cc3cc(-c4c5c(nc6ccnn46)CCC5)ccc3o2)C1. As a reaction SMILES: [C:37](=[O:38])([O-:39])[O-:40].[CH3:29][N:30]([CH:31]1[CH2:32][NH:33][CH2:34][CH2:35]1)[CH3:36].[CH3:43][C:44]#[N:45].[K+:41].[K+:42].[n:1]1[cH:2][cH:3][c:4]2[n:5][c:6]3[c:10]([c:11](-[c:13]4[cH:14][cH:15][c:16]5[c:17]([cH:18][c:19]([CH2:21][CH2:22][O:23][S:24]([CH3:25])(=[O:26])=[O:27])[o:20]5)[cH:28]4)[n:12]12)[CH2:9][CH2:8][CH2:7]3>>[n:1]1[cH:2][cH:3][c:4]2[n:5][c:6]3[c:10]([c:11](-[c:13]4[cH:14][cH:15][c:16]5[c:17]([cH:18][c:19]([CH2:21][CH2:22][N:33]6[CH2:32][CH:31]([N:30]([CH3:29])[CH3:36])[CH2:35][CH2:34]6)[o:20]5)[cH:28]4)[n:12]12)[CH2:9][CH2:8][CH2:7]3. Reactants: BrC1=CC(=C(C=C1)C(CC(=O)C=1C=CC(N(C1)C)=O)C1=C(C=CC=C1)C)F (5-[3-(4-bromo-2-fluoro-phenyl)-3-o-tolyl-propionyl]-1-methyl-1H-pyridin-2-one), Cl.NO (hydroxylamine hydrochloride), C(=O)(O)[O-].[Na+] (NaHCO3). Product: BrC1=CC(=C(C=C1)C(C\C(=N/O)\C=1C=CC(N(C1)C)=O)C1=C(C=CC=C1)C)F (5-{3-(4-Bromo-2-fluoro-phenyl)-1-[(E)-hydroxyimino]-3-o-tolyl-propyl}-1-methyl-1H-pyridin-2-one). RXN SMILES: [Br:1][C:2]1[CH:7]=[CH:6][C:5]([CH:8]([C:20]2[CH:25]=[CH:24][CH:23]=[CH:22][C:21]=2[CH3:26])[CH2:9][C:10]([C:12]2[CH:13]=[CH:14][C:15](=[O:19])[N:16]([CH3:18])[CH:17]=2)=O)=[C:4]([F:27])[CH:3]=1.Cl.[NH2:29][OH:30].C([O-])(O)=O.[Na+]>>[Br:1][C:2]1[CH:7]=[CH:6][C:5]([CH:8]([C:20]2[CH:25]=[CH:24][CH:23]=[CH:22][C:21]=2[CH3:26])[CH2:9]/[C:10](/[C:12]2[CH:13]=[CH:14][C:15](=[O:19])[N:16]([CH3:18])[CH:17]=2)=[N:29]\[OH:30])=[C:4]([F:27])[CH:3]=1 |f:1.2,3.4|. Procedure details: In analogy to example 151, step 3, 5-[3-(4-bromo-2-fluoro-phenyl)-3-o-tolyl-propionyl]-1-methyl-1H-pyridin-2-one was reacted with hydroxylamine hydrochloride in the presence of NaHCO3 to give the title compound as a colorless solid, MS (ESI+): m/z=443.1 [M+H]+. Solvent: [N+](=O)([O-])C1=CC=CC=C1 (nitrobenzene). Starting materials: ClC=1C(=NC=C(C1)CO)C1=CC=C(C=O)C=C1 (4-(3-chloro-5-(hydroxymethyl)pyridin-2-yl)benzaldehyde), O1CCN(CC1)C=1C=C(C(=CC1)N)N (4-morpholinobenzene-1,2-diamine). The product is ClC=1C=C(C=NC1C1=CC=C(C=C1)C1=NC2=C(N1)C=C(C=C2)N2CCOCC2)CO ({5-chloro-6-[4-(6-morpholin-4-yl-1H-benzoimidazol-2-yl)-phenyl]-pyridin-3-yl}-methanol). Procedure details: 0.50 g of 4-(3-chloro-5-(hydroxymethyl)pyridin-2-yl)benzaldehyde (3) (2.02 mmol) prepared in Example 1 and 0.39 g of 4-morpholinobenzene-1,2-diamine (18) (2.02 mmol) prepared in Example 12 were dissolved in nitrobenzene (5.5 mL), and refluxed under heating for 2 hours. The mixture was cooled to room temperature, and concentrated under reduced pressure. The residue was separated by column chromatography (eluting solvent: chloroform/methanol=10/1) to obtain 0.68 g of {5-chloro-6-[4-(6-morpholin-4-... Reaction SMILES: [Cl:1][C:2]1[C:3]([C:10]2[CH:17]=[CH:16][C:13]([CH:14]=O)=[CH:12][CH:11]=2)=[N:4][CH:5]=[C:6]([CH2:8][OH:9])[CH:7]=1.[O:18]1[CH2:23][CH2:22][N:21]([C:24]2[CH:25]=[C:26]([NH2:31])[C:27]([NH2:30])=[CH:28][CH:29]=2)[CH2:20][CH2:19]1>[N+](C1C=CC=CC=1)([O-])=O>[Cl:1][C:2]1[CH:7]=[C:6]([CH2:8][OH:9])[CH:5]=[N:4][C:3]=1[C:10]1[CH:17]=[CH:16][C:13]([C:14]2[NH:31][C:26]3[CH:25]=[C:24]([N:21]4[CH2:22][CH2:23][O:18][CH2:19][CH2:20]4)[CH:29]=[CH:28][C:27]=3[N:30]=2)=[CH:12][CH:11]=1. The yield is 80.0%.